This data is from the Open Reaction Database (ORD), a public repository of structured organic reaction records. The task is: describe an organic reaction: reactants, conditions, products, and yield Starting materials: C(C1=CC=CC=C1)OCOCCC1=CC=C(NC(C(F)(F)F)=O)C=C1 (4′-[2-(benzyloxymethoxy)ethyl]-2,2,2-trifluoroacetanilide), O (water), C([O-])([O-])=O.[K+].[K+] (potassium carbonate), ice water. Solvent: CO (methanol). Run at time 24 hour. The product is C(C1=CC=CC=C1)OCOCCC1=CC=C(N)C=C1 (4-[2-(benzyloxymethoxy)ethyl]aniline). Yield: 87.8%. Reaction SMILES: [CH2:1]([O:8][CH2:9][O:10][CH2:11][CH2:12][C:13]1[CH:25]=[CH:24][C:16]([NH:17]C(=O)C(F)(F)F)=[CH:15][CH:14]=1)[C:2]1[CH:7]=[CH:6][CH:5]=[CH:4][CH:3]=1.O.C(=O)([O-])[O-].[K+].[K+]>CO>[CH2:1]([O:8][CH2:9][O:10][CH2:11][CH2:12][C:13]1[CH:25]=[CH:24][C:16]([NH2:17])=[CH:15][CH:14]=1)[C:2]1[CH:3]=[CH:4][CH:5]=[CH:6][CH:7]=1 |f:2.3.4|. Procedure details: To a solution of 4′-[2-(benzyloxymethoxy)ethyl]-2,2,2-trifluoroacetanilide (9.7 g) in methanol (50 ml) were added water (30 ml) and potassium carbonate (3.3 g), and the mixture was stirred for 24 hours at room temperature. The reaction mixture was poured into ice-water and extracted with ethyl acetate. The extract was washed with brine and dried over anhydrous magnesium sulfate. Removal of the solvent under reduced pressure gave 4-[2-(benzyloxymethoxy)ethyl]aniline (6.2 g).